This data is from the Open Reaction Database (ORD), a public repository of structured organic reaction records. The task is: describe an organic reaction: reactants, conditions, products, and yield The reactants are BrC=1CC2CCC(N(C2=C(C1)[N+](=O)[O-])C(=O)C(=O)OCC)CC(=O)OC (6-bromo-2-methoxycarbonylmethyl-8-nitro-N-ethoxalyltetrahydroquinoline). Reagents/catalysts: [Cl-].[Cl-].[Cl-].[Ti+3] (titanium trichloride). Solvent: CC(=O)C (acetone), O (water), CC(=O)C (acetone), O (water). Run at temperature 0 celsius, time 3 hour. The product is BrC=1C=C2C=3N(C(C(NC3C1)=O)=O)C(CC2)CC(=O)OC (9-Bromo-5-methoxycarbonylmethyl-6,7-dihydro-1H, 5H-pyrido[1,2,3-de]quinoxaline-2,3-dione). Isolated yield 46.2%. Reaction SMILES: [Br:1][C:2]1[CH2:3][CH:4]2[C:9](=[C:10]([N+:12]([O-])=O)[CH:11]=1)[N:8]([C:15]([C:17](OCC)=[O:18])=[O:16])[CH:7]([CH2:22][C:23]([O:25][CH3:26])=[O:24])[CH2:6][CH2:5]2>CC(C)=O.O.[Cl-].[Cl-].[Cl-].[Ti+3]>[Br:1][C:2]1[CH:3]=[C:4]2[CH2:5][CH2:6][CH:7]([CH2:22][C:23]([O:25][CH3:26])=[O:24])[N:8]3[C:15](=[O:16])[C:17](=[O:18])[NH:12][C:10]([CH:11]=1)=[C:9]23 |f:3.4.5.6|. Procedure: To a mixture of 20% aqueous titanium trichloride (540 g, 0.7 mol), water (500 mL), and acetone (500 mL) was added dropwise 6-bromo-2-methoxycarbonylmethyl-8-nitro-N-ethoxalyltetrahydroquinoline (46 g, obtained above) in acetone (500 mL) over 1 h at 0° C. The mixture was stirred for 3 h at 0° C., diluted with water (1 L) and extracted with dichloromethane (1 L and 500 mL). The organic layers were washed successively with 1N hydrochloric acid, water, and brine, dried over magnesium sulfate, and co... Procedure: To a solution of 1-[4-Bromo-2-(methoxymethyl)phenyl]-2-methylpyrrolidine (16.5 g, 58 mmol) in anhydrous THF (160 mL) was added n-butyl lithium in drops at −78° C. After 3 hours at −78° C., the reaction mixture was poured onto crushed dry-ice (100 g). Once the excess carbon dioxide was escaped, the reaction mixture was evaporated, and then acidified with 1.5 N HCl. The precipitate was filtered off and washed with pet ether to afford title compound as a solid. LC/MS, M+(ESI): 249.9. 1H NMR (DMSO-d... Solvent: C1CCOC1 (THF). The reactants are BrC1=CC(=C(C=C1)N1C(CCC1)C)COC (1-[4-Bromo-2-(methoxymethyl)phenyl]-2-methylpyrrolidine), C(CCC)[Li] (n-butyl lithium), C(=O)=O (carbon dioxide), C(=O)=O (dry-ice). As a reaction SMILES: Br[C:2]1[CH:7]=[CH:6][C:5]([N:8]2[CH2:12][CH2:11][CH2:10][CH:9]2[CH3:13])=[C:4]([CH2:14][O:15][CH3:16])[CH:3]=1.C([Li])CCC.[C:22](=[O:24])=[O:23]>C1COCC1>[CH3:16][O:15][CH2:14][C:4]1[CH:3]=[C:2]([CH:7]=[CH:6][C:5]=1[N:8]1[CH2:12][CH2:11][CH2:10][CH:9]1[CH3:13])[C:22]([OH:24])=[O:23]. Conditions: time 3 hour. Yields the product COCC=1C=C(C(=O)O)C=CC1N1C(CCC1)C (3-(methoxymethyl)-4-(2-methylpyrrolidin-1-yl)benzoic acid). Reactants: [H-].[Na+] (sodium hydride), C(C)OP(=O)(OCC)CC(=O)OC (methyl diethylphosphonoacetate), CC(C=O)(C)N1C=NC(=C1)C=1C=NC=CC1 (2-Methyl-2-(4-pyridin-3-yl-imidazol-1-yl)-propionaldehyde), O (H2O). The solvent is C1CCOC1 (THF), C1CCOC1 (THF). Run at time 30 minute. Product: COC(CCC(C)(N1C=NC(=C1)C=1C=NC=CC1)C)=O (4-Methyl-4-(4-pyridin-3-yl-imidazol-1-yl)pentanoic acid methyl ester). The yield is 75.0%. RXN SMILES: [H-].[Na+].C(OP([CH2:11][C:12]([O:14][CH3:15])=[O:13])(OCC)=O)C.[CH3:16][C:17]([N:21]1[CH:25]=[C:24]([C:26]2[CH:27]=[N:28][CH:29]=[CH:30][CH:31]=2)[N:23]=[CH:22]1)([CH3:20])[CH:18]=O.O>C1COCC1>[CH3:15][O:14][C:12](=[O:13])[CH2:11][CH2:18][C:17]([CH3:20])([N:21]1[CH:25]=[C:24]([C:26]2[CH:27]=[N:28][CH:29]=[CH:30][CH:31]=2)[N:23]=[CH:22]1)[CH3:16] |f:0.1|. Procedure: To a solution of sodium hydride (1.2 eq) in THF was added slowly methyl diethylphosphonoacetate (1.2 eq) at 0° C. under dry conditions and the mixture was stirred at room temperature for 30 minutes. A solution of 2-Methyl-2-(4-pyridin-3-yl-imidazol-1-yl)-propionaldehyde (1 eq), in THF was added dropwise at room temperature and the mixture was stirred for 1 hour at the same temperature. The mixture was poured into H2O and the whole was extracted with ethyl acetate. The organic layer was washed wi... Starting materials: Cc1nc2cc3c(cc2o1)CCNCC3, Cn1c(SCCCCl)nnc1C1CCOCC1. The product is Cc1nc2cc3c(cc2o1)CCN(CCCSc1nnc(C2CCOCC2)n1C)CC3, Cl. RXN SMILES: [CH3:1][c:2]1[o:3][c:4]2[cH:5][c:6]3[c:7]([cH:13][c:14]2[n:15]1)[CH2:8][CH2:9][NH:10][CH2:11][CH2:12]3.[Cl:16][CH2:17][CH2:18][CH2:19][S:20][c:21]1[n:22][n:23][c:24]([CH:27]2[CH2:28][CH2:29][O:30][CH2:31][CH2:32]2)[n:25]1[CH3:26]>>[CH3:1][c:2]1[o:3][c:4]2[cH:5][c:6]3[c:7]([cH:13][c:14]2[n:15]1)[CH2:8][CH2:9][N:10]([CH2:17][CH2:18][CH2:19][S:20][c:21]1[n:22][n:23][c:24]([CH:27]2[CH2:28][CH2:29][O:30][CH2:31][CH2:32]2)[n:25]1[CH3:26])[CH2:11][CH2:12]3.[ClH:16]. The reactants are C(C)(=O)OC=CCCCCCCC (nonenyl acetate), C=CCCC (1-pentene), C(CCCCCC\C=C/CCC)O ((Z)-Dodec-8-en-1-ol), C(C)(=O)OCCCCCCCC=C (8-nonenyl acetate). The solvent is C1CCOC1 (THF). Product: C(C)(=O)OCCCCCCC\C=C/CCC ((Z)-Dodec-8-en-1-yl acetate). Yield: 65.0%. As a reaction SMILES: [C:1]([O:4][CH:5]=[CH:6][CH2:7][CH2:8][CH2:9][CH2:10][CH2:11][CH2:12][CH3:13])(=[O:3])[CH3:2].[CH2:14](O)[CH2:15][CH2:16]CCCC/C=C\CCC.C(OCCCCCCCC=C)(=O)C.C=CCCC>C1COCC1>[C:1]([O:4][CH2:5][CH2:6][CH2:7][CH2:8][CH2:9][CH2:10][CH2:11]/[CH:12]=[CH:13]\[CH2:14][CH2:15][CH3:16])(=[O:3])[CH3:2]. Procedure: By cross metathesis of nonenyl acetate: according to the procedure for compound 12, 8-nonenyl acetate (0.76 g, 4.1 mmol) and 1-pentene (4 mL) in THF (4 mL) were reacted with 1 (0.026 g, 1 mol %) to provide 13 (0.60 g, 65% yield, 85% Z as determined by 1H-NMR) as a colorless oil; 1H NMR (CDCl3): δ 5.36 (2H, m), 4.05 (2H, t, J=6.8 Hz), 2.05 (3H, s), 2.01 (4H, m), 1.62 (2H, m), 1.27-1.41 (10H, m), 0.90 (3H, t, J=7.4 Hz); 13C NMR (CDCl3): δ 171.2, 129.9, 129.8, 64.7, 29.7, 29.3, 29.2 (2C), 28.6, 27.... The reactants are COC1=C(C=C(C(=C1)OCCCCCCCCCCCCCCCC)OC)[N+](=O)[O-] (2,5-dimethoxy-4-hexadecyloxy nitrobenzene), [H][H] (hydrogen). Reagents/catalysts: [Ni] (Raney-nickel). Run in C(C)O (ethanol). The product is COC1=C(N)C=C(C(=C1)OCCCCCCCCCCCCCCCC)OC (2,5-dimethoxy-4-hexadecyloxy-aniline). Reaction SMILES: [CH3:1][O:2][C:3]1[CH:8]=[C:7]([O:9][CH2:10][CH2:11][CH2:12][CH2:13][CH2:14][CH2:15][CH2:16][CH2:17][CH2:18][CH2:19][CH2:20][CH2:21][CH2:22][CH2:23][CH2:24][CH3:25])[C:6]([O:26][CH3:27])=[CH:5][C:4]=1[N+:28]([O-])=O.[H][H]>C(O)C.[Ni]>[CH3:1][O:2][C:3]1[CH:8]=[C:7]([O:9][CH2:10][CH2:11][CH2:12][CH2:13][CH2:14][CH2:15][CH2:16][CH2:17][CH2:18][CH2:19][CH2:20][CH2:21][CH2:22][CH2:23][CH2:24][CH3:25])[C:6]([O:26][CH3:27])=[CH:5][C:4]=1[NH2:28]. Reported procedure: In an autoclave 49.5 g (0.117 mole) of 2,5-dimethoxy-4-hexadecyloxy nitrobenzene dissolved in 120 ml of ethanol were hydrogenated using 2.5 ml of Raney-nickel, a hydrogen pressure between 750 and 1500 psi and a temperature of 70° C. After 3 h of agitation the catalyst was filtered off and the filtrate was cooled in ice. The residue formed was filtered off, stirred in ethanol and dried. Yield: 39.5 g (86%). Melting point: 61° C. Reactants: C(=O)(O)[O-].[Na+] (NaHCO3), [OH-].[Na+] (NaOH), OC1=CC=C(C=C1)C1=CC=CC=C1 (4-hydroxybiphenyl), C=1(C(=CC=CC1)S(=O)(=O)O)C (toluenesulfonic acid), COC(C)(C)OC (dimethoxypropane). Run in ClCCl (dichloromethane), CCOC(=O)C (EtOAc). Reaction conditions: temperature 40 celsius, time 48 hour. Product: COCOC1=CC=C(C=C1)C1=CC=CC=C1 (4-Methoxymethoxy-biphenyl). Yield: 18.0%. RXN SMILES: [OH:1][C:2]1[CH:7]=[CH:6][C:5]([C:8]2[CH:13]=[CH:12][CH:11]=[CH:10][CH:9]=2)=[CH:4][CH:3]=1.C1(C)C(S(O)(=O)=O)=CC=CC=1.[CH3:25][O:26][C:27](OC)(C)C.C([O-])(O)=O.[Na+].[OH-].[Na+]>CCOC(C)=O.ClCCl>[CH3:25][O:26][CH2:27][O:1][C:2]1[CH:3]=[CH:4][C:5]([C:8]2[CH:13]=[CH:12][CH:11]=[CH:10][CH:9]=2)=[CH:6][CH:7]=1 |f:3.4,5.6|. Reported procedure: To an oven-dried flask containing a stirbar was added 4-hydroxybiphenyl (1.70 g, 10 mmol), toluenesulfonic acid (190 mg, 1.1 mmol), dichloromethane (DCM, 5 mL), and dimethoxypropane (5 mL). The solution was heated and stirred at 40° C. for 48 h. Solid NaHCO3 (200 mg) was added, followed by EtOAc (100 mL) and NaOH (1N, 20 mL). The layers were separated and the organic layer was further extracted with NaOH (1N, 12×20 mL), brine (30 mL), and was dried over sodium sulfate. Removal of the solvents in... Starting materials: O=C(OC(=O)C(F)(F)F)C(F)(F)F, CC(Oc1cccc(Oc2ccccc2[N+](=O)[O-])c1)C(N)=O, C1COCCO1, c1ccncc1. The product is CC(C#N)Oc1cccc(Oc2ccccc2[N+](=O)[O-])c1. RXN SMILES: [F:23][C:24]([F:25])([F:26])[C:27]([O:28][C:29](=[O:30])[C:31]([F:32])([F:33])[F:34])=[O:35].[N+:1](=[O:2])([O-:3])[c:4]1[c:5]([O:6][c:7]2[cH:8][c:9]([O:10][CH:11]([C:12](=[O:13])[NH2:14])[CH3:15])[cH:16][cH:17][cH:18]2)[cH:19][cH:20][cH:21][cH:22]1.[O:42]1[CH2:43][CH2:44][O:45][CH2:46][CH2:47]1.[cH:36]1[cH:37][cH:38][n:39][cH:40][cH:41]1>>[N+:1](=[O:2])([O-:3])[c:4]1[c:5]([O:6][c:7]2[cH:8][c:9]([O:10][CH:11]([C:12]#[N:14])[CH3:15])[cH:16][cH:17][cH:18]2)[cH:19][cH:20][cH:21][cH:22]1.